Dataset: the Open Reaction Database (ORD), a public repository of structured organic reaction records. Task: describe an organic reaction: reactants, conditions, products, and yield Starting materials: COC(=O)C1=CC=C2C(=CNC2=C1)C1CN(CCO1)CC(C)C (3-(4-isobutyl-morpholin-2-yl)-1H-indole-6-carboxylic acid methyl ester), ester, O[Li].O (LiOH.H2O), CC(C)N1CCNCC1 (1-(2-propyl)-piperazine). Product: C(C(C)C)N1CC(OCC1)C1=CNC2=CC(=CC=C12)C(=O)N1CCN(CC1)C(C)C ([3-(4-Isobutyl-morpholin-2-yl)-1H-indol-6-yl]-(4-isopropyl-piperazin-1-yl)-methanone). RXN SMILES: C[O:2][C:3]([C:5]1[CH:13]=[C:12]2[C:8]([C:9]([CH:14]3[O:19][CH2:18][CH2:17][N:16]([CH2:20][CH:21]([CH3:23])[CH3:22])[CH2:15]3)=[CH:10][NH:11]2)=[CH:7][CH:6]=1)=O.O[Li].O.[CH3:27][CH:28]([N:30]1[CH2:35][CH2:34][NH:33][CH2:32][CH2:31]1)[CH3:29]>>[CH2:20]([N:16]1[CH2:17][CH2:18][O:19][CH:14]([C:9]2[C:8]3[C:12](=[CH:13][C:5]([C:3]([N:33]4[CH2:34][CH2:35][N:30]([CH:28]([CH3:29])[CH3:27])[CH2:31][CH2:32]4)=[O:2])=[CH:6][CH:7]=3)[NH:11][CH:10]=2)[CH2:15]1)[CH:21]([CH3:23])[CH3:22] |f:1.2|. Procedure details: According to the procedure described for the conversion of an ester functionality to a piperazine amide functionality like in example 72, step 2 the title compound was prepared from 3-(4-isobutyl-morpholin-2-yl)-1H-indole-6-carboxylic acid methyl ester and (after ester cleavage with LiOH.H2O), 1-(2-propyl)-piperazine (commercially available). The title compound was obtained as light brown foam. MS (m/e): 413.4 (MH+). Starting materials: FC(CNC(=S)N)(F)F (2,2,2-trifluoroethylthiourea), CI (methyl iodide). Solvent: CCO (EtOH). Product: I.FC(CNC(SC)=N)(F)F (2,2,2-trifluoroethyl-S-methylisothiourea hydroiodide). As a reaction SMILES: [F:1][C:2]([F:9])([F:8])[CH2:3][NH:4][C:5]([NH2:7])=[S:6].[CH3:10][I:11]>CCO>[IH:11].[F:1][C:2]([F:9])([F:8])[CH2:3][NH:4][C:5](=[NH:7])[S:6][CH3:10] |f:3.4|. Procedure details: A solution of 2,2,2-trifluoroethylthiourea (8.0 g.) and methyl iodide (3.5 g.) in EtOH (40 ml.) was heated under reflux for 70 minutes, then evaporated to dryness in vacuo. The residue was triturated with ether to give 2,2,2-trifluoroethyl-S-methylisothiourea hydroiodide, m.p. 154°-156° (90%).